This data is from the Open Reaction Database (ORD), a public repository of structured organic reaction records. The task is: describe an organic reaction: reactants, conditions, products, and yield Procedure details: To a solution of triphenylphosphine (300 mg) in dichloromethane (4 mL) was added N-bromosuccinimide (200 mg) under ice-cooling, followed by stirring for 15 minutes under ice-cooling, and a solution of (2E)-2-[3-cyclopropyl-4-(cyclopropylsulfonyl)phenyl]-3-[(2R,3R,7S)-2,3-diphenyl-1,4-dioxaspiro[4.4]non-7-yl]acrylic acid (300 mg) in dichloromethane (3 mL) was then slowly added thereto, followed by stirring at room temperature for 30 minutes. To the reaction mixture was added a solution of tert-bu... Product: C1(CC1)C=1C=C(C=CC1S(=O)(=O)C1CC1)/C(/C(=O)NC1=NN(C=C1)C(=O)OC(C)(C)C)=C\[C@@H]1CC2(O[C@@H]([C@H](O2)C2=CC=CC=C2)C2=CC=CC=C2)CC1 (tert-butyl 3-({(2E)-2-[3-cyclopropyl-4-(cyclopropylsulfonyl)phenyl]-3-[(2R,3R,7S)-2,3-diphenyl-1,4-dioxaspiro[4.4]non-7-yl] prop-2-enoyl}amino)-1H-pyrazole-1-carboxylate). Run in ClCCl (dichloromethane), ClCCl (dichloromethane), ClCCl (dichloromethane), O (water), ClCCl (dichloromethane), N1=CC=CC=C1 (pyridine). The yield is 87.4%. The reactants are C1(=CC=CC=C1)P(C1=CC=CC=C1)C1=CC=CC=C1 (triphenylphosphine), BrN1C(CCC1=O)=O (N-bromosuccinimide), C1(CC1)C=1C=C(C=CC1S(=O)(=O)C1CC1)/C(/C(=O)O)=C\[C@@H]1CC2(O[C@@H]([C@H](O2)C2=CC=CC=C2)C2=CC=CC=C2)CC1 ((2E)-2-[3-cyclopropyl-4-(cyclopropylsulfonyl)phenyl]-3-[(2R,3R,7S)-2,3-diphenyl-1,4-dioxaspiro[4.4]non-7-yl]acrylic acid), NC1=NN(C=C1)C(=O)OC(C)(C)C (tert-butyl 3-amino-1H-pyrazole-1-carboxylate). As a reaction SMILES: C1(P(C2C=CC=CC=2)C2C=CC=CC=2)C=CC=CC=1.BrN1C(=O)CCC1=O.[CH:28]1([C:31]2[CH:32]=[C:33](/[C:43](=[CH:47]\[C@H:48]3[CH2:68][CH2:67][C:50]4([O:54][C@H:53]([C:55]5[CH:60]=[CH:59][CH:58]=[CH:57][CH:56]=5)[C@@H:52]([C:61]5[CH:66]=[CH:65][CH:64]=[CH:63][CH:62]=5)[O:51]4)[CH2:49]3)/[C:44](O)=[O:45])[CH:34]=[CH:35][C:36]=2[S:37]([CH:40]2[CH2:42][CH2:41]2)(=[O:39])=[O:38])[CH2:30][CH2:29]1.[NH2:69][C:70]1[CH:74]=[CH:73][N:72]([C:75]([O:77][C:78]([CH3:81])([CH3:80])[CH3:79])=[O:76])[N:71]=1>ClCCl.O.N1C=CC=CC=1>[CH:28]1([C:31]2[CH:32]=[C:33](/[C:43](=[CH:47]\[C@H:48]3[CH2:68][CH2:67][C:50]4([O:54][C@H:53]([C:55]5[CH:56]=[CH:57][CH:58]=[CH:59][CH:60]=5)[C@@H:52]([C:61]5[CH:66]=[CH:65][CH:64]=[CH:63][CH:62]=5)[O:51]4)[CH2:49]3)/[C:44]([NH:69][C:70]3[CH:74]=[CH:73][N:72]([C:75]([O:77][C:78]([CH3:81])([CH3:80])[CH3:79])=[O:76])[N:71]=3)=[O:45])[CH:34]=[CH:35][C:36]=2[S:37]([CH:40]2[CH2:41][CH2:42]2)(=[O:39])=[O:38])[CH2:29][CH2:30]1. Run at time 15 minute. Starting materials: BrC=1C(=C(C(=NC1)N)[N+](=O)[O-])N1CCN(CC1)C(C)C1=NC=CC=C1 (5-bromo-3-nitro-4-(4-(1-(pyridin-2-yl)ethyl)piperazin-1-yl)pyridin-2-amine), BrC=1C(=C(C(=NC1)N)[N+](=O)[O-])Cl (5-bromo-4-chloro-3-nitropyridin-2-amine), N1=CN=CC(=C1)CN1CCN(CC1)C(=O)OC(C)(C)C (tert-butyl 4-(pyrimidin-5-ylmethyl)piperazine-1-carboxylate), C(=O)(C(F)(F)F)O (TFA). The solvent is CC(C)O (iPrOH), C(Cl)Cl (CH2Cl2), CCN(C(C)C)C(C)C (DIPEA). The product is BrC=1C(=C(C(=NC1)N)[N+](=O)[O-])N1CCN(CC1)CC=1C=NC=NC1 (5-Bromo-3-nitro-4-(4-(pyrimidin-5-ylmethyl)piperazin-1-yl)pyridin-2-amine). Reaction SMILES: [Br:1][C:2]1[C:3]([N:12]2[CH2:17][CH2:16][N:15]([CH:18](C3C=CC=CN=3)C)[CH2:14][CH2:13]2)=[C:4]([N+:9]([O-:11])=[O:10])[C:5]([NH2:8])=[N:6][CH:7]=1.[N:26]1[CH:31]=[C:30](CN2CCN(C(OC(C)(C)C)=O)CC2)[CH:29]=[N:28][CH:27]=1.C(O)(C(F)(F)F)=O.BrC1C(Cl)=C([N+]([O-])=O)C(N)=NC=1>CC(O)C.CCN(C(C)C)C(C)C.C(Cl)Cl>[Br:1][C:2]1[C:3]([N:12]2[CH2:13][CH2:14][N:15]([CH2:18][C:30]3[CH:31]=[N:26][CH:27]=[N:28][CH:29]=3)[CH2:16][CH2:17]2)=[C:4]([N+:9]([O-:11])=[O:10])[C:5]([NH2:8])=[N:6][CH:7]=1. Procedure details: This was prepared using the same procedure as for 5-bromo-3-nitro-4-(4-(1-(pyridin-2-yl)ethyl)piperazin-1-yl)pyridin-2-amine, but here using tert-butyl 4-(pyrimidin-5-ylmethyl)piperazine-1-carboxylate (1.1 eq, 0.37 mmol, 104 mg), TFA (1.5 mL) and CH2Cl2 (4 mL), then 5-bromo-4-chloro-3-nitropyridin-2-amine (86 mg, 0.34 mmol) in iPrOH (3 mL) and DIPEA (0.75 mL). Filtration and washing as previously described gave the product (99 mg, 67% for two steps) as a yellow solid; δH (500 MHz, DMSO-d6) 2.54 ...